describe an organic reaction: reactants, conditions, products, and yield From a dataset of the Open Reaction Database (ORD), a public repository of structured organic reaction records. The reactants are ClC=1C=C(C=CC1)C(C(C(=O)C1=CC=CC=C1)=CN(C)C)=O (1-(3-Chlorophenyl)-2-(N,N-dimethylaminomethylene)-3-phenyl-1,3-propanedione), O.NN (hydrazine hydrate). Solvent: C(C)O (ethanol). Yields the product ClC=1C=C(C=CC1)C1=NNC=C1C(C1=CC=CC=C1)=O (3-(3-chlorophenyl)-4-benzoylpyrazole). Reaction SMILES: [Cl:1][C:2]1[CH:3]=[C:4]([C:8](=O)[C:9](=[CH:18][N:19](C)C)[C:10]([C:12]2[CH:17]=[CH:16][CH:15]=[CH:14][CH:13]=2)=[O:11])[CH:5]=[CH:6][CH:7]=1.O.[NH2:24]N>C(O)C>[Cl:1][C:2]1[CH:3]=[C:4]([C:8]2[C:9]([C:10](=[O:11])[C:12]3[CH:17]=[CH:16][CH:15]=[CH:14][CH:13]=3)=[CH:18][NH:19][N:24]=2)[CH:5]=[CH:6][CH:7]=1 |f:1.2|. Procedure: 1-(3-Chlorophenyl)-2-(N,N-dimethylaminomethylene)-3-phenyl-1,3-propanedione (11.25 g) synthesized in accordance with Example 1 was dissolved in ethanol (150 ml) and added with hydrazine hydrate (1.98 g). After heating at reflux temperature for 3 hours, the solvent was distilled off, and then the resulting residue was added with diisopropyl ether and stirred. The resulting solid was then filtered off, recrystallized from acetonitrile to give the compound of interest (3.0 g). M.P.: 161.3-164.1° C. The reactants are ClN1C(CCC1=O)=O (N-chlorosuccinimide), C1(=CC=CC=C1)S (thiophenol), S1C(=CC=C1)[Li] (2-thienyl-lithium), C(CCC)[Li] (n-butyllithium), S1C=CC=C1 (thiophene). The solvent is C1=CC=CC=C1 (benzene), O1CCCC1 (tetrahydrofuran), C1=CC=CC=C1 (benzene), O1CCCC1 (tetrahydrofuran). Reaction conditions: temperature -15 celsius, time 1 hour. Yields the product C1(=CC=CC=C1)SC=1SC=CC1 (2-(Phenylthio)thiophene). As a reaction SMILES: ClN1C(=O)CCC1=O.[C:9]1([SH:15])[CH:14]=[CH:13][CH:12]=[CH:11][CH:10]=1.[S:16]1[CH:20]=[CH:19][CH:18]=[C:17]1[Li].C([Li])CCC.S1C=CC=C1>C1C=CC=CC=1.O1CCCC1>[C:9]1([S:15][C:17]2[S:16][CH:20]=[CH:19][CH:18]=2)[CH:14]=[CH:13][CH:12]=[CH:11][CH:10]=1. Procedure details: To a suspension of N-chlorosuccinimide (7.8 g) in benzene (30 ml) was added dropwise, a solution of thiophenol (5.51 g) in benzene (20 ml) at room temperature. After 1 hour, the suspension was filtered, the filter pad washed with benzene and the filtrate evaporated under reduced pressure to give an orange oil. The oil was dissolved in dry tetrahydrofuran (20 ml) and added dropwise to a solution of 2-thienyl-lithium (prepared by the addition of n-butyllithium (20 ml, 2.5M) to thiophene (4.2 g) in... Reactants: C(C1=CC=CC=C1)N(C1=C(C(=C(C=C1)F)C1=NN(C=C1C1=CC=NC=C1)CC)F)CC1=CC=CC=C1 (Dibenzyl-[3-(1-ethyl-4-pyridin-4-yl-1H-pyrazol-3-yl)-2,4-difluoro-phenyl]-amine). Reagents/catalysts: [OH-].[OH-].[Pd+2] (Palladium hydroxide on carbon). Solvent: CO (methanol). Reaction conditions: time 7 hour. The product is C(C)N1N=C(C(=C1)C1=CC=NC=C1)C=1C(=C(C=CC1F)N)F (3-(1-Ethyl-4-pyridin-4-yl-1H-pyrazol-3-yl)-2,4-difluoro-phenylamine). Isolated yield 79.0%. As a reaction SMILES: C([N:8](CC1C=CC=CC=1)[C:9]1[CH:14]=[CH:13][C:12]([F:15])=[C:11]([C:16]2[C:20]([C:21]3[CH:26]=[CH:25][N:24]=[CH:23][CH:22]=3)=[CH:19][N:18]([CH2:27][CH3:28])[N:17]=2)[C:10]=1[F:29])C1C=CC=CC=1>CO.[OH-].[OH-].[Pd+2]>[CH2:27]([N:18]1[CH:19]=[C:20]([C:21]2[CH:26]=[CH:25][N:24]=[CH:23][CH:22]=2)[C:16]([C:11]2[C:10]([F:29])=[C:9]([NH2:8])[CH:14]=[CH:13][C:12]=2[F:15])=[N:17]1)[CH3:28] |f:2.3.4|. Reported procedure: Dibenzyl-[3-(1-ethyl-4-pyridin-4-yl-1H-pyrazol-3-yl)-2,4-difluoro-phenyl]-amine (2.35 g, 4.89 mmol) was dissolved in methanol (140 mL). 20% Palladium hydroxide on carbon (500 mg) was added and the reaction was stirred under hydrogen atmosphere (50 psi) for 7 h. A further addition of catalyst was made (500 mg) and hydrogenation was continued for 6 more hours. The reaction mixture was filtered over a Celite pad and then concentrated under reduced pressure. The crude product was purified by flash c...